This data is from the Open Reaction Database (ORD), a public repository of structured organic reaction records. The task is: describe an organic reaction: reactants, conditions, products, and yield The reactants are ClCC(=O)N1CCN(CC1)C1=C(C=CC=C1)C (2-chloro-1-(4-o-tolylpiperazin-1-yl)ethanone), C([O-])([O-])=O.[Ca+2] (calcium carbonate), ClCC(=O)Cl (chloroacetyl chloride), C1(=CC=CC2=CC=CC=C12)N1CCNCC1 (1-(1-naphthyl)piperazine). Solvent: C(C)C(=O)C (methyl ethyl ketone). Product: ClCC(=O)N1CCN(CC1)C1=CC=CC2=CC=CC=C12 (2-chloro-1-[4-(1-naphthyl)piperazin-1-yl]ethanone). Yield: 92.0%. Reaction SMILES: [Cl:1][CH2:2][C:3]([N:5]1[CH2:10][CH2:9][N:8]([C:11]2[CH:16]=[CH:15][CH:14]=[CH:13][C:12]=2[CH3:17])[CH2:7][CH2:6]1)=[O:4].ClCC(Cl)=O.[C:23]1(N2CCNCC2)[C:32]2C(=CC=CC=2)C=C[CH:24]=1.C(=O)([O-])[O-].[Ca+2]>C(C(C)=O)C>[Cl:1][CH2:2][C:3]([N:5]1[CH2:10][CH2:9][N:8]([C:11]2[C:12]3[C:13](=[CH:24][CH:23]=[CH:32][CH:17]=3)[CH:14]=[CH:15][CH:16]=2)[CH2:7][CH2:6]1)=[O:4] |f:3.4|. Reported procedure: Compound 49A is prepared according to the procedure described for compound 12A using the following reactants: chloroacetyl chloride (270 ml, 3.45 mmol); 1-(1-naphthyl)piperazine (610 mg, 2.88 mmol); calcium carbonate (860 mg, 8.64 mmol); methyl ethyl ketone (20 ml). Reactants: C(C)(C)(C)OC(=O)N1C2CC(CC1CC2)(C=2N(C=CN2)C)O (3-Hydroxy-3-(1-methyl-1H-imidazol-2-yl)-8-aza-bicyclo[3.2.1]octane-8-carboxylic acid tert-butyl ester), Cl (hydrogen chloride). Run at time 1 hour. Reported procedure: 3-Hydroxy-3-(1-methyl-1H-imidazol-2-yl)-8-aza-bicyclo[3.2.1]octane-8-carboxylic acid tert-butyl ester (0.12 g) was dissolved in a solution of hydrogen chloride in dioxane (4 N, 1.5 mL). The mixture was stirred for 1 hour and the solvent removed by evaporation under vacuum. The solid was triturated from ether to afford the title compound (0.09 g) which was used without further purification. RXN SMILES: C(OC([N:8]1[CH:13]2[CH2:14][CH2:15][CH:9]1[CH2:10][C:11]([OH:22])([C:16]1[N:17]([CH3:21])[CH:18]=[CH:19][N:20]=1)[CH2:12]2)=O)(C)(C)C.[ClH:23]>O1CCOCC1>[ClH:23].[CH3:21][N:17]1[CH:18]=[CH:19][N:20]=[C:16]1[C:11]1([OH:22])[CH2:10][CH:9]2[NH:8][CH:13]([CH2:14][CH2:15]2)[CH2:12]1 |f:3.4|. Product: Cl.CN1C(=NC=C1)C1(CC2CCC(C1)N2)O (3-(1-methyl-1H-imidazol-2-yl)-8-aza-bicyclo[3.2.1]octan-3-ol hydrochloride). Solvent: O1CCOCC1 (dioxane).